From a dataset of the Open Reaction Database (ORD), a public repository of structured organic reaction records. describe an organic reaction: reactants, conditions, products, and yield Reactants: CC(C)(C)N1CCN(c2ccc(N3CCN(C(=O)O)c4ccccc43)nc2)CC1, ClCCl, Cl, [Na+], O=C([O-])O, C1COCCO1. Yields the product CC(C)(C)N1CCN(c2ccc(N3CCNc4ccccc43)nc2)CC1. Reaction SMILES: [C:1]([CH3:2])([CH3:3])([CH3:4])[N:5]1[CH2:6][CH2:7][N:8]([c:11]2[cH:12][cH:13][c:14]([N:17]3[CH2:18][CH2:19][N:20]([C:27]([OH:28])=[O:29])[c:21]4[cH:22][cH:23][cH:24][cH:25][c:26]43)[n:15][cH:16]2)[CH2:9][CH2:10]1.[Cl:42][CH2:43][Cl:44].[ClH:30].[Na+:35].[O-:31][C:32]([OH:33])=[O:34].[O:36]1[CH2:37][CH2:38][O:39][CH2:40][CH2:41]1>>[C:1]([CH3:2])([CH3:3])([CH3:4])[N:5]1[CH2:6][CH2:7][N:8]([c:11]2[cH:12][cH:13][c:14]([N:17]3[CH2:18][CH2:19][NH:20][c:21]4[cH:22][cH:23][cH:24][cH:25][c:26]43)[n:15][cH:16]2)[CH2:9][CH2:10]1. The reactants are OCC=C(c1ccc(Br)cc1)c1ccc(Br)cc1, CCOC(=O)Cc1ccc(O)c(Cl)c1, CCCCP(CCCC)CCCC, C1CCOC1. Yields the product CCOC(=O)Cc1ccc(OCC=C(c2ccc(Br)cc2)c2ccc(Br)cc2)c(Cl)c1. As a reaction SMILES: [Br:28][c:29]1[cH:30][cH:31][c:32]([C:35](=[CH:36][CH2:37][OH:38])[c:39]2[cH:40][cH:41][c:42]([Br:45])[cH:43][cH:44]2)[cH:33][cH:34]1.[CH2:14]([CH3:15])[O:16][C:17]([CH2:18][c:19]1[cH:20][c:21]([Cl:26])[c:22]([OH:25])[cH:23][cH:24]1)=[O:27].[CH2:1]([P:2]([CH2:3][CH2:4][CH2:5][CH3:6])[CH2:7][CH2:8][CH2:9][CH3:10])[CH2:11][CH2:12][CH3:13].[CH2:46]1[O:47][CH2:48][CH2:49][CH2:50]1>>[CH2:14]([CH3:15])[O:16][C:17]([CH2:18][c:19]1[cH:20][c:21]([Cl:26])[c:22]([O:25][CH2:37][CH:36]=[C:35]([c:32]2[cH:31][cH:30][c:29]([Br:28])[cH:34][cH:33]2)[c:39]2[cH:40][cH:41][c:42]([Br:45])[cH:43][cH:44]2)[cH:23][cH:24]1)=[O:27].